From a dataset of the Open Reaction Database (ORD), a public repository of structured organic reaction records. describe an organic reaction: reactants, conditions, products, and yield Reactants: Cn1cc(Br)cc(NC(=S)NCCO)c1=O, [Na+], C1CCOC1, [OH-]. Product: Cn1cc(Br)cc(NC2=NCCO2)c1=O. As a reaction SMILES: [Br:1][c:2]1[cH:3][c:4]([NH:10][C:11](=[S:12])[NH:13][CH2:14][CH2:15][OH:16])[c:5](=[O:9])[n:6]([CH3:8])[cH:7]1.[Na+:18].[O:19]1[CH2:20][CH2:21][CH2:22][CH2:23]1.[OH-:17]>>[Br:1][c:2]1[cH:3][c:4]([NH:10][C:11]2=[N:13][CH2:14][CH2:15][O:16]2)[c:5](=[O:9])[n:6]([CH3:8])[cH:7]1.